From a dataset of the Open Reaction Database (ORD), a public repository of structured organic reaction records. describe an organic reaction: reactants, conditions, products, and yield Reactants: O (water), C[O-].[Na+] (sodium methoxide), C(C)OP(=O)(OCC)CC(=O)OCC (ethyl diethylphosphonoacetate), C(C)/C(/C=O)=C\C (2-ethylcrotonaldehyde). The solvent is C1(=CC=CC=C1)C (toluene), CO (methanol). Run at time 2 hour. Product: C(C)/C(/C=C/C(=O)OCC)=C\C (ethyl (E,E)-4-ethyl-2,4-hexadienoate). Yield: 83.0%. Reaction SMILES: C[O-].[Na+].C(OP([CH2:12][C:13]([O:15][CH2:16][CH3:17])=[O:14])(OCC)=O)C.[CH2:18](/[C:20](=[CH:23]\[CH3:24])/[CH:21]=O)[CH3:19].O>CO.C1(C)C=CC=CC=1>[CH2:23](/[C:20](=[CH:18]\[CH3:19])/[CH:21]=[CH:12]/[C:13]([O:15][CH2:16][CH3:17])=[O:14])[CH3:24] |f:0.1|. Reported procedure: To a solution of 12.7 kg (235 mol) of sodium methoxide and 48.0 kg (214 mol) of ethyl diethylphosphonoacetate in 40 l of methanol is added dropwise 20 kg (204 mol) of 2-ethylcrotonaldehyde at 20°-30° C. during 0.5 hour. After stirring for 2 hours at same temperature, the reaction mixture is poured into the solution of 180 l of water and 120 l of toluene. The toluene layer is separated and combined with 50 l toluene extract of aqueous phase, and washed with two 120 l portions of saturated sodium ... Starting materials: N[C@H](CCC(=O)O)C(=O)O (D-Glutamic acid), Cl(=O)(=O)(=O)O (perchloric acid), C(C)(=O)OC(C)(C)C (tert-butyl acetate). Yields the product C(C)(C)(C)OC([C@H](N)CCC(=O)OC(C)(C)C)=O (di-tert-butyl-D-glutamate). As a reaction SMILES: [NH2:1][C@@H:2]([C:8]([OH:10])=[O:9])[CH2:3][CH2:4][C:5]([OH:7])=[O:6].Cl(O)(=O)(=O)=O.C(O[C:20]([CH3:23])([CH3:22])[CH3:21])(=O)C>>[C:20]([O:9][C:8](=[O:10])[C@@H:2]([CH2:3][CH2:4][C:5]([O:7][C:20]([CH3:21])([CH3:22])[CH3:23])=[O:6])[NH2:1])([CH3:23])([CH3:22])[CH3:21]. Reported procedure: D-Glutamic acid (5.88 g), tert-butyl acetate (100 ml) and 70% aqueous perchloric acid (6.3 g) were stirred at laboratory temperature for 4 days. The mixture was then cooled in an ice-water bath and extracted with 0.5 N hydrochloric acid (3×100 ml). The combined aqueous extracts were immediately neutralised with solid sodium bicarbonate. The aqueous solution was extracted with diethyl ether (3×100 ml), the ether extracts pooled, dried over anhydrous sodium sulphate and the ether evaporated in vac... The reactants are Intermediate 6, NC(CC(=O)O)C1=CC(=C(C=C1)OC)OC (3-amino-3-(3,4-dimethoxy-phenyl)-propionic acid), NC(CC(=O)O)C1=CC(=C(C=C1)OC(C)C)OC (3-amino-3-(3-methoxy-4-isopropoxy-phenyl)propionic acid). Product: NC(CC(=O)OC)C1=CC(=C(C=C1)OC(C)C)OC (methyl 3-amino-3-(3-methoxy-4-isopropoxy-phenyl)propionate). As a reaction SMILES: N[CH:2](C1C=CC(OC)=C(OC)C=1)CC(O)=O.[NH2:17][CH:18]([C:23]1[CH:28]=[CH:27][C:26]([O:29][CH:30]([CH3:32])[CH3:31])=[C:25]([O:33][CH3:34])[CH:24]=1)[CH2:19][C:20]([OH:22])=[O:21]>>[NH2:17][CH:18]([C:23]1[CH:28]=[CH:27][C:26]([O:29][CH:30]([CH3:32])[CH3:31])=[C:25]([O:33][CH3:34])[CH:24]=1)[CH2:19][C:20]([O:22][CH3:2])=[O:21]. Procedure: The title compound was prepared following the method for preparing Intermediate 6 except that 3-amino-3-(3,4-dimethoxy-phenyl)-propionic acid was substituted with 3-amino-3-(3-methoxy-4-isopropoxy-phenyl)propionic acid. 1H NMR (CDCl3): δ 6.82-6.89 (m, 3H), 4.44-4.51 (m, 1H), 4.35 (t, 1H, J=5 Hz), 3.83 (s, 3H), 3.66 (s, 3H), 2.62 (d, 2H, J=5 Hz), 1.81 (s, 2H), 1.33 (d, 6H, J=5 Hz). Starting materials: N1C=CC=2C1=NC=C(C2)C#N (1H-pyrrolo[2,3-b]pyridine-5-carbonitrile), Cl (hydrochloric acid), FC1=C(C=CC(=C1C=O)F)NS(=O)(=O)CCC (propane-1-sulfonic acid (2,4-difluoro-3-formyl-phenyl)-amide), [OH-].[K+] (potassium hydroxide). Run in CO (methanol). Run at time 3 hour. Product: C(#N)C=1C=C2C(=NC1)NC=C2C(C=2C(=C(C=CC2F)NS(=O)(=O)CCC)F)O (propane-1-sulfonic acid {3-[(5-cyano-1H-pyrrolo[2,3-b]pyridin-3-yl)-hydroxy-methyl]-2,4-difluoro-phenyl}-amide). Isolated yield 36.9%. Reaction SMILES: [NH:1]1[C:5]2=[N:6][CH:7]=[C:8]([C:10]#[N:11])[CH:9]=[C:4]2[CH:3]=[CH:2]1.[F:12][C:13]1[C:18]([CH:19]=[O:20])=[C:17]([F:21])[CH:16]=[CH:15][C:14]=1[NH:22][S:23]([CH2:26][CH2:27][CH3:28])(=[O:25])=[O:24].[OH-].[K+].Cl>CO>[C:10]([C:8]1[CH:9]=[C:4]2[C:3]([CH:19]([OH:20])[C:18]3[C:13]([F:12])=[C:14]([NH:22][S:23]([CH2:26][CH2:27][CH3:28])(=[O:25])=[O:24])[CH:15]=[CH:16][C:17]=3[F:21])=[CH:2][NH:1][C:5]2=[N:6][CH:7]=1)#[N:11] |f:2.3|. Reported procedure: 1H-pyrrolo[2,3-b]pyridine-5-carbonitrile (13, 301 mg, 2.10 mmol), propane-1-sulfonic acid (2,4-difluoro-3-formyl-phenyl)-amide (12, 1.11 g, 4.20 mmol) and potassium hydroxide (354 mg, 6.31 mmol) were combined in a vial with 4.2 mL of methanol. The reaction was stirred for 3 hours at room temperature. The reaction solution was neutralized with 0.1 N aqueous hydrochloric acid and extracted 3× with ethyl acetate. The organic layers were combined and washed with brine, then dried over sodium sulfate...